Dataset: the Open Reaction Database (ORD), a public repository of structured organic reaction records. Task: describe an organic reaction: reactants, conditions, products, and yield Reactants: CC(C)(OC(=O)N1CCC(CC1)C(O)C=1C=NC=CC1)C (1-(1,1-dimethylethyl-oxycarbonyl)piperidin-4-yl-pyridin-3-ylmethanol). Solvent: FC(C(=O)O)(F)F (Trifluoroacetic acid). Reaction conditions: temperature 0 celsius. Yields the product N1CCC(CC1)C(O)C=1C=NC=CC1 ((+)-Piperidin-4-yl-pyridin-3-ylmethanol), solid. The yield is 89.9%. As a reaction SMILES: CC(C)(OC([N:7]1[CH2:12][CH2:11][CH:10]([CH:13]([C:15]2[CH:16]=[N:17][CH:18]=[CH:19][CH:20]=2)[OH:14])[CH2:9][CH2:8]1)=O)C>FC(F)(F)C(O)=O>[NH:7]1[CH2:12][CH2:11][CH:10]([CH:13]([C:15]2[CH:16]=[N:17][CH:18]=[CH:19][CH:20]=2)[OH:14])[CH2:9][CH2:8]1. Reported procedure: Trifluoroacetic acid (100 mL) was cooled to 0° C. and added to a flask containing 1-(1,1-dimethylethyl-oxycarbonyl)piperidin-4-yl-pyridin-3-ylmethanol (20.4 g, 69.77 mmol). Vigorous gas evolution was observed. The mixture was stirred at 0° C. until judged complete by TLC. The excess trifluoroacetic acid was removed in vacuo, and the resulting residue was dissolved in water (50 mL). The aqueous solution was cooled to 0° C. and basified to pH~ 12 by addition of sodium hydroxide pellets. The produc... The reactants are Cl (hydrochloric acid), C1(=CC=CC=C1)CCCCN1CCCC1 (4-phenylbutylpyrrolidine), [Cl-].[Al+3].[Cl-].[Cl-] (aluminum chloride), C(C(=O)Cl)(=O)Cl (oxalyl chloride), COC=1C=CC2=C(SC(=C2)C2CCCCC2)C1 (6-methoxy-2-cyclohexylbenzo[b]thiophene), [Cl-].[Al+3].[Cl-].[Cl-] (aluminum chloride), C(O)([O-])=O.[Na+] (sodium hydrogencarbonate). Solvent: O (water), C1CCOC1 (THF), CCCCCC (n-hexane), ClCCl (dichloromethane), C(Cl)(Cl)Cl (chloroform), ClCCl (dichloromethane), ClCCl (dichloromethane), O (Water), ClCCl (dichloromethane). Run at temperature 0 celsius. Yields the product COC=1C=CC2=C(SC(=C2C(=O)C2=CC=C(C=C2)CCCC(=O)N2CCCC2)C2CCCCC2)C1 ((6-methoxy-2-cyclohexylbenzo[b]thien-3-yl)[4-[3-(1-pyrrolidinylcarbonyl)propyl]phenyl] methanone). RXN SMILES: [Cl-].[Al+3].[Cl-].[Cl-].[C:5](Cl)(=[O:9])[C:6](Cl)=O.[C:11]1([CH2:17][CH2:18][CH2:19][CH2:20][N:21]2[CH2:25][CH2:24][CH2:23][CH2:22]2)[CH:16]=[CH:15][CH:14]=[CH:13][CH:12]=1.[CH3:26][O:27][C:28]1[CH:29]=[CH:30][C:31]2C=[C:34]([CH:36]3[CH2:41][CH2:40][CH2:39][CH2:38][CH2:37]3)[S:33][C:32]=2[CH:42]=1.Cl.C(=O)([O-])[OH:45].[Na+]>ClCCl.CCCCCC.C(Cl)(Cl)Cl.O.C1COCC1>[CH3:26][O:27][C:28]1[CH:29]=[CH:30][C:31]2[C:6]([C:5]([C:14]3[CH:15]=[CH:16][C:11]([CH2:17][CH2:18][CH2:19][C:20]([N:21]4[CH2:25][CH2:24][CH2:23][CH2:22]4)=[O:45])=[CH:12][CH:13]=3)=[O:9])=[C:34]([CH:36]3[CH2:41][CH2:40][CH2:39][CH2:38][CH2:37]3)[S:33][C:32]=2[CH:42]=1 |f:0.1.2.3,8.9|. Reported procedure: 200 mg of aluminum chloride is added to 20 mL of dichloromethane, and while this mixture is being agitated at 0° C., 10 mL of a dichloromethane solution of 0.3 mL of oxalyl chloride is added dripwise and agitated for ten minutes at 0° C. 2 mL of a dichloromethane solution of 100 mg of 4-phenylbutylpyrrolidine is added dropwise and agitated for 30 minutes at room temperature. Water is added, and the organic layer is extracted with dichloromethane and dried with anhydrous magnesium sulfate, after ... Procedure: 0.5 g of 5-acetyl-4-trifluoromethylpyrimidine was dissolved in 10 ml of dry methanol. 0.03 g of sodium boron hydride was added, and the mixture was stirred for 30 minutes under cooling with ice, and then further stirred overnight at room temperature. After the completion of the reaction, the solvent was distilled off, and 40 ml of a 1:1 solvent mixture of chloroform/water was added for chloroform extraction. After the chloroform layer was dried over anhydrous sodium sulfate, the solvent was dist... Product: OC(C)C=1C(=NC=NC1)C(F)(F)F (5-(1-Hydroxyethyl)-4-trifluoromethylpyrimidine). As a reaction SMILES: [C:1]([C:4]1[C:5]([C:10]([F:13])([F:12])[F:11])=[N:6][CH:7]=[N:8][CH:9]=1)(=[O:3])[CH3:2].B.[Na]>CO>[OH:3][CH:1]([C:4]1[C:5]([C:10]([F:13])([F:12])[F:11])=[N:6][CH:7]=[N:8][CH:9]=1)[CH3:2] |f:1.2,^1:14|. Solvent: CO (methanol). Run at time 30 minute. The reactants are C(C)(=O)C=1C(=NC=NC1)C(F)(F)F (5-acetyl-4-trifluoromethylpyrimidine), B.[Na] (sodium boron hydride). Isolated yield 39.6%. The reactants are NC1=NC(=C(C(=N1)Br)C#N)SC (2-amino-4-bromo-6-methylsulfanyl-pyrimidine-5-carbonitrile), C(CCC)[Sn](C1=NC=CC=C1)(CCCC)CCCC (2-(tributylstannyl)pyridine). The reagents and catalysts are [Pd](Cl)Cl.C1(=CC=CC=C1)P(C1=CC=CC=C1)C1=CC=CC=C1.C1(=CC=CC=C1)P(C1=CC=CC=C1)C1=CC=CC=C1 (bis(triphenylphosphine) palladium(II) chloride), [Cu]=O (copper(II) oxide). Solvent: CN(C)C=O (DMF). Run at temperature 100 celsius. Product: NC1=NC(=C(C(=N1)SC)C#N)C1=NC=CC=C1 (2-amino-4-methylsulfanyl-6-pyridin-2-yl-pyrimidine-5-carbonitrile). Yield: 20.1%. As a reaction SMILES: [NH2:1][C:2]1[N:7]=[C:6](Br)[C:5]([C:9]#[N:10])=[C:4]([S:11][CH3:12])[N:3]=1.C([Sn](CCCC)(CCCC)[C:18]1[CH:23]=[CH:22][CH:21]=[CH:20][N:19]=1)CCC>CN(C=O)C.[Pd](Cl)Cl.C1(P(C2C=CC=CC=2)C2C=CC=CC=2)C=CC=CC=1.C1(P(C2C=CC=CC=2)C2C=CC=CC=2)C=CC=CC=1.[Cu]=O>[NH2:1][C:2]1[N:3]=[C:4]([S:11][CH3:12])[C:5]([C:9]#[N:10])=[C:6]([C:18]2[CH:23]=[CH:22][CH:21]=[CH:20][N:19]=2)[N:7]=1 |f:3.4.5|. Procedure: To a stirred solution of 600 mg (2,45 mmol) 2-amino-4-bromo-6-methylsulfanyl-pyrimidine-5-carbonitrile in 12 ml dry DMF under argon at room temperature were added 1.08 g (2.94 mmol) 2-(tributylstannyl)pyridine, 86 mg (0.12 mmol) bis(triphenylphosphine) palladium(II) chloride and 195 mg (2,45 mmol) copper(II) oxide. The reaction mixture was heated at 100° C. for 16 h, then cooled to room temperature, 2 g of kieselgel added, and the mixture concentrated in vacuo. Flash chromatography (hexane then ... Starting materials: BrC=1C=C(C=C(C1)C1=C(C=C(C=C1)F)F)N1C=NC2=C1C=CC(=C2)C=2C=NN(C2)C (1-(5-bromo-2′,4′-difluoro-[1,1′-biphenyl]-3-yl)-5-(1-methyl-1H-pyrazol-4-yl)-1H-benzo[d]imidazole), S1C(=NC=C1)N (thiazol-2-amine). The product is FC1=C(C=CC(=C1)F)C1=CC(=CC(=C1)N1C=NC2=C1C=CC(=C2)C=2C=NN(C2)C)NC=2SC=CN2 (N-(2′,4′-difluoro-5-(5-(1-methyl-1H-pyrazol-4-yl)-1H-benzo[d]imidazol-1-yl)-[1,1′-biphenyl]-3-yl) thiazol-2-amine). The yield is 11.7%. RXN SMILES: Br[C:2]1[CH:3]=[C:4]([N:16]2[C:20]3[CH:21]=[CH:22][C:23]([C:25]4[CH:26]=[N:27][N:28]([CH3:30])[CH:29]=4)=[CH:24][C:19]=3[N:18]=[CH:17]2)[CH:5]=[C:6]([C:8]2[CH:13]=[CH:12][C:11]([F:14])=[CH:10][C:9]=2[F:15])[CH:7]=1.[S:31]1[CH:35]=[CH:34][N:33]=[C:32]1[NH2:36]>>[F:15][C:9]1[CH:10]=[C:11]([F:14])[CH:12]=[CH:13][C:8]=1[C:6]1[CH:5]=[C:4]([N:16]2[C:20]3[CH:21]=[CH:22][C:23]([C:25]4[CH:26]=[N:27][N:28]([CH3:30])[CH:29]=4)=[CH:24][C:19]=3[N:18]=[CH:17]2)[CH:3]=[C:2]([NH:36][C:32]2[S:31][CH:35]=[CH:34][N:33]=2)[CH:7]=1. Procedure: The compound was prepared from 1-(5-bromo-2′,4′-difluoro-[1,1′-biphenyl]-3-yl)-5-(1-methyl-1H-pyrazol-4-yl)-1H-benzo[d]imidazole (0.05 g, 0.107 mmol) using the procedure of Example 280 and thiazol-2-amine (0.01 g, 0.10 mmol, 1.0 eq.) to yield the title product in 11.7% yield (0.06 g). 1H NMR (400 MHz CD3OD): δ 9.45 (s, 1H), 8.39 (s, 1H), 8.11 (s, 1H), 8.01 (s, 1H), 7.94 (s, 1H), 7.86-7.83 (m, 2H), 7.74 (s, 1H), 7.67-7.65 (m, 1H), 7.45 (s, 1H), 7.28-7.27 (d, 1H), 7.16-7.11 (m, 2H), 6.89 (d, 1H), ... Yields the product CN(CCCN1CCCc2cc(N)ccc21)C(=O)Oc1ccccc1. Reactants: C1CCOC1, CN(CCCN1CCCc2cc([N+](=O)[O-])ccc21)C(=O)Oc1ccccc1, CCO, [H][H], [Pd]. Reaction SMILES: [CH2:30]1[O:31][CH2:32][CH2:33][CH2:34]1.[CH3:1][N:2]([C:3]([O:4][c:5]1[cH:6][cH:7][cH:8][cH:9][cH:10]1)=[O:11])[CH2:12][CH2:13][CH2:14][N:15]1[CH2:16][CH2:17][CH2:18][c:19]2[cH:20][c:21]([N+:25]([O-:26])=[O:27])[cH:22][cH:23][c:24]21.[CH3:35][CH2:36][OH:37].[H:28][H:29].[Pd:38]>>[CH3:1][N:2]([C:3]([O:4][c:5]1[cH:6][cH:7][cH:8][cH:9][cH:10]1)=[O:11])[CH2:12][CH2:13][CH2:14][N:15]1[CH2:16][CH2:17][CH2:18][c:19]2[cH:20][c:21]([NH2:25])[cH:22][cH:23][c:24]21. Starting materials: BrC1=CC(=CC(=C1)C(F)(F)F)[N+](=O)[O-] (1-bromo-3-nitro-5-trifluoromethyl-benzene), BrC1=CC(=CC(=C1)C(F)(F)F)[N+](=O)[O-] (1-bromo-3-nitro-5-trifluoromethyl-benzene), CC=1N=CNC1 (4-methyl-1H-imidazole), C([O-])([O-])=O.[K+].[K+] (potassium carbonate), C(CN)N (ethylenediamine). Reagents/catalysts: [Cu]I (copper(I) iodide). Solvent: CN(C=O)C (N,N-dimethylformamide), COC(C)(C)C (tert-butyl methyl ether), [Na+].[Cl-] (NaCl), C(C)(=O)OC(C)C (isopropyl acetate). Conditions: temperature 110 celsius. Product: CC=1N=CN(C1)C1=CC(=CC(=C1)C(F)(F)F)[N+](=O)[O-] (4-methyl-1-(3-nitro-5-trifluoromethyl-phenyl)-1H-imidazole). The yield is 21.1%. Reaction SMILES: Br[C:2]1[CH:7]=[C:6]([C:8]([F:11])([F:10])[F:9])[CH:5]=[C:4]([N+:12]([O-:14])=[O:13])[CH:3]=1.[CH3:15][C:16]1[N:17]=[CH:18][NH:19][CH:20]=1.C(=O)([O-])[O-].[K+].[K+].C(N)CN>CN(C)C=O.COC(C)(C)C.[Na+].[Cl-].C(OC(C)C)(=O)C.[Cu]I>[CH3:15][C:16]1[N:17]=[CH:18][N:19]([C:2]2[CH:7]=[C:6]([C:8]([F:11])([F:10])[F:9])[CH:5]=[C:4]([N+:12]([O-:14])=[O:13])[CH:3]=2)[CH:20]=1 |f:2.3.4,8.9|. Reported procedure: To a stirred suspension of 1-bromo-3-nitro-5-trifluoromethyl-benzene (4.05 g, 15 mmol), 4-methyl-1H-imidazole (2.01 g, 24 mmol, 98%), and potassium carbonate (3.73 g, 27 mmol) in N,N-dimethylformamide (10 mL) are added ethylenediamine (0.141 mL, 2.1 mmol) and copper(I) iodide (0.204 g, 1.05 mmol). The vigorously stirred mixture is heated to 110° C. for 23 hours. After that, most of the 1-bromo-3-nitro-5-trifluoromethyl-benzene is converted, and the suspension is allowed to cool down to room temp...